This data is from the Open Reaction Database (ORD), a public repository of structured organic reaction records. The task is: describe an organic reaction: reactants, conditions, products, and yield Starting materials: Brc1cccc2ccccc12, [C-]#N, CNCCNC, CCOC(C)=O, Cc1ccccc1, [Cu]I, [NH4+], [Na+], [OH-], O. The product is N#Cc1cccc2ccccc12. Reaction SMILES: [Br:4][c:5]1[cH:6][cH:7][cH:8][c:9]2[cH:10][cH:11][cH:12][cH:13][c:14]12.[C-:1]#[N:2].[CH3:15][NH:16][CH2:17][CH2:18][NH:19][CH3:20].[CH3:26][CH2:27][O:28][C:29](=[O:30])[CH3:31].[CH3:32][c:33]1[cH:34][cH:35][cH:36][cH:37][cH:38]1.[Cu:23][I:24].[NH4+:21].[Na+:3].[OH-:22].[OH2:25]>>[c:5]1([C:15]#[N:16])[cH:6][cH:7][cH:8][c:9]2[cH:10][cH:11][cH:12][cH:13][c:14]12. The reactants are COC(=O)c1cccc(NC(=O)C(C)CSC(C)=O)n1, COC(=O)c1cccnc1NC(=O)C(C)CSC(C)=O, ClCCl, CO, Cc1ccccc1. The product is COC(=O)c1cccc(NC(=O)C(C)CS)n1. As a reaction SMILES: [C:1](=[O:2])([CH3:3])[S:4][CH2:5][CH:6]([C:7](=[O:8])[NH:9][c:10]1[cH:11][cH:12][cH:13][c:14]([C:16](=[O:17])[O:18][CH3:19])[n:15]1)[CH3:20].[C:21]([S:22][CH2:23][CH:24]([CH3:25])[C:26]([NH:27][c:28]1[n:29][cH:30][cH:31][cH:32][c:33]1[C:34]([O:35][CH3:36])=[O:37])=[O:38])(=[O:39])[CH3:40].[CH2:50]([Cl:51])[Cl:52].[CH3:41][OH:42].[c:43]1([CH3:44])[cH:45][cH:46][cH:47][cH:48][cH:49]1>>[SH:4][CH2:5][CH:6]([C:7](=[O:8])[NH:9][c:10]1[cH:11][cH:12][cH:13][c:14]([C:16](=[O:17])[O:18][CH3:19])[n:15]1)[CH3:20]. Reactants: O (water), BrC=1C=C(N(C)C)C=CC1 (3-bromo-N,N-dimethylaniline), CC(CC=C)O (4-penten-2-ol), C1(=C(C=CC=C1)P(C1=C(C=CC=C1)C)C1=C(C=CC=C1)C)C (tri-o-tolylphosphine). Reagents/catalysts: C(C)(=O)[O-].[Pd+2].C(C)(=O)[O-] (palladium(II) acetate). The solvent is C(C)N(CC)CC (triethylamine), C(C)#N (acetonitrile). Yields the product CN(C=1C=C(C=CC1)/C=C/CC(C)O)C ((4E)-5-(3-(Dimethylamino)phenyl)-4-penten-2-ol). Yield: 63.7%. Reaction SMILES: Br[C:2]1[CH:3]=[C:4]([CH:8]=[CH:9][CH:10]=1)[N:5]([CH3:7])[CH3:6].[CH3:11][CH:12]([OH:16])[CH2:13][CH:14]=[CH2:15].C1(C)C=CC=CC=1P(C1C=CC=CC=1C)C1C=CC=CC=1C.O>C(N(CC)CC)C.C(#N)C.C([O-])(=O)C.[Pd+2].C([O-])(=O)C>[CH3:6][N:5]([CH3:7])[C:4]1[CH:3]=[C:2](/[CH:15]=[CH:14]/[CH2:13][CH:12]([OH:16])[CH3:11])[CH:10]=[CH:9][CH:8]=1 |f:6.7.8|. Reported procedure: A mixture of 3-bromo-N,N-dimethylaniline (1.00 g, 5.00 mmol), 4-penten-2-ol (450 mg, 5.23 mmol), palladium(II) acetate (11 mg, 0.050 mmol) and tri-o-tolylphosphine (61 mg, 0.20 mmol) was diluted with triethylamine (1.5 mL) and acetonitrile (3 mL) and refluxed under nitrogen for 16 h. The mixture was cooled, poured into water (15 mL) and extracted with chloroform (2×15 mL). The chloroform extracts were dried (Na2SO4) and evaporated. The residue was column chromatographed on 35 g of Merck silica g... Reactants: CCOC(=O)Cc1nc(C(N)=O)c(O)[nH]1, CO, [Na]. The product is NC(=O)c1nc(CC(=O)O)[nH]c1O. RXN SMILES: [C:2]([NH2:3])(=[O:4])[c:5]1[n:6][c:7]([CH2:11][C:12](=[O:13])[O:14][CH2:15][CH3:16])[nH:8][c:9]1[OH:10].[CH3:17][OH:18].[Na:1]>>[C:2]([NH2:3])(=[O:4])[c:5]1[n:6][c:7]([CH2:11][C:12](=[O:13])[OH:14])[nH:8][c:9]1[OH:10]. The product is C1(CC1)NC(=O)[C@H]1O[C@@H]1CC1=CC=CC=C1 ((2S,3R)-3-benzyl-2-oxiranecarboxylic cyclopropylamide). Solvent: C(Cl)Cl (methylene chloride), ClC1=CC=CC=C1 (chlorobenzene). Reaction SMILES: [CH2:1]([C@H:8]1[O:10][C@@H:9]1[C:11]([OH:13])=O)[C:2]1[CH:7]=[CH:6][CH:5]=[CH:4][CH:3]=1.[CH:14]1([NH2:17])[CH2:16][CH2:15]1.Cl.C(N=C=NCCCN(C)C)C.C(=O)([O-])O.[Na+]>C(Cl)Cl.ClC1C=CC=CC=1>[CH:14]1([NH:17][C:11]([C@@H:9]2[C@@H:8]([CH2:1][C:2]3[CH:3]=[CH:4][CH:5]=[CH:6][CH:7]=3)[O:10]2)=[O:13])[CH2:16][CH2:15]1 |f:2.3,4.5|. Conditions: temperature 5 celsius, time 14 hour. Reported procedure: (2S,3R)-3-Benzyl-2-oxiranecarboxylic acid (66 mg) and a chlorobenzene solution (2 ml) of cyclopropylamine (23.2 mg, 1.1 equivalents) were mixed, and the mixture was cooled to 5° C. A methylene chloride solution (2 ml) of 1-ethyl-3-(3-dimethylaminopropyl)carbodiimide hydrochloride (1.5 equivalents) was gradually added, and the mixture was stirred at room temperature for 14 hours. Saturated aqueous solution of sodium hydrogencarbonate (5 ml) was added to the reaction mixture, and the reaction mixt... Reactants: Cl.C(C)N=C=NCCCN(C)C (1-ethyl-3-(3-dimethylaminopropyl)carbodiimide hydrochloride), C(O)([O-])=O.[Na+] (sodium hydrogencarbonate), C(C1=CC=CC=C1)[C@@H]1[C@H](O1)C(=O)O ((2S,3R)-3-Benzyl-2-oxiranecarboxylic acid), C1(CC1)N (cyclopropylamine). Yield: 62.1%.